This data is from the Open Reaction Database (ORD), a public repository of structured organic reaction records. The task is: describe an organic reaction: reactants, conditions, products, and yield The reactants are O[C@@H]1C(OC2=CC=C(C=C2[C@H]1N1C(C2=CC=CC=C2C1)=O)C=1C(C(C1OC(C)C)=O)=O)(C)C (3-[trans-3-hydroxy-2,2-dimethyl-4-(1- oxo-1,3-dihydroisoindol-2-yl)-chroman-6-yl]-4-isopropoxy-cyclobut-3-ene-1,2-dione). The solvent is C1CCOC1 (THF), Cl (HCl), Cl (HCl). Conditions: temperature 50 celsius. The product is OC=1C(C(C1C=1C=C2[C@H]([C@@H](C(OC2=CC1)(C)C)O)N1C(C2=CC=CC=C2C1)=O)=O)=O (3-Hydroxy-4-[trans-3-hydroxy-2,2-dimethyl-4-(1-oxo-1,3-dihydroisoindol-2-yl)-chroman-6-yl]-cyclobut-3-ene-1,2-dione). Isolated yield 40.8%. RXN SMILES: [OH:1][C@H:2]1[C@H:11]([N:12]2[CH2:20][C:19]3[C:14](=[CH:15][CH:16]=[CH:17][CH:18]=3)[C:13]2=[O:21])[C:10]2[C:5](=[CH:6][CH:7]=[C:8]([C:22]3[C:23](=[O:31])[C:24](=[O:30])[C:25]=3[O:26]C(C)C)[CH:9]=2)[O:4][C:3]1([CH3:33])[CH3:32]>C1COCC1.Cl>[OH:31][C:23]1[C:24](=[O:30])[C:25](=[O:26])[C:22]=1[C:8]1[CH:9]=[C:10]2[C:5](=[CH:6][CH:7]=1)[O:4][C:3]([CH3:33])([CH3:32])[C@@H:2]([OH:1])[C@@H:11]2[N:12]1[CH2:20][C:19]2[C:14](=[CH:15][CH:16]=[CH:17][CH:18]=2)[C:13]1=[O:21]. Procedure: A solution of 303 mg (0.676 retool) of 3-[trans-3-hydroxy-2,2-dimethyl-4-(1- oxo-1,3-dihydroisoindol-2-yl)-chroman-6-yl]-4-isopropoxy-cyclobut-3-ene-1,2-dione in THF (5 mL) containing 1.13 mL (6 N HCl) was heated at 50° C. for 48 h. The reaction mixture was diluted with 2 N HCl and extracted into 20% THF-CH2Cl2. The combined organic extracts were dried (MgSO4), concentrated, and recrystallized from THF to give 112 mg of the title compound as a tan solid, mp>250° C.: 1H-NMR (DMSO-d6 ; 400 MHz) δ7... The reactants are [Li]CCCC, CCCCCC, COc1cccc(OC)c1, CN1C(=O)CCC1=O, C1CCOC1. The product is CNC(=O)CCC(=O)c1c(OC)cccc1OC. Reaction SMILES: [CH2:11]([Li:12])[CH2:13][CH2:14][CH3:15].[CH3:16][CH2:17][CH2:18][CH2:19][CH2:20][CH3:21].[CH3:1][O:2][c:3]1[cH:4][c:5]([O:9][CH3:10])[cH:6][cH:7][cH:8]1.[CH3:22][N:23]1[C:24](=[O:29])[CH2:25][CH2:26][C:27]1=[O:28].[O:30]1[CH2:31][CH2:32][CH2:33][CH2:34]1>>[CH3:1][O:2][c:3]1[c:4]([C:27]([CH2:26][CH2:25][C:24]([NH:23][CH3:22])=[O:29])=[O:28])[c:5]([O:9][CH3:10])[cH:6][cH:7][cH:8]1. The reactants are [Si](C)(C)(C(C)(C)C)N1C(C[C@H]1[C@H]1OC(OC1)(C)C)=O ((S)-1-(t-butyldimethylsilyl)-4-[(R)-2,2-dimethyl-1,3-dioxolan-4-yl]-2-azetidinone), solution, C(CCC)[Li] (butyl lithium), C(C)(C)NC(C)C (diisopropylamine), C(C)=O (acetaldehyde). Run in O1CCCC1 (tetrahydrofuran), CCCCCC (hexane), O1CCCC1 (tetrahydrofuran), O1CCCC1 (tetrahydrofuran). Reaction conditions: time 30 minute. Product: [Si](C)(C)(C(C)(C)C)N1C([C@@H]([C@H]1[C@H]1OC(OC1)(C)C)[C@@H](C)O)=O ((3S,4S)-1-(t-butyldimethylsilyl)-4-[(R)-2,2-dimethyl-1,3-dioxolan-4-yl]-3-[(R)-1-hydroxyethyl]-2-azetidinone). Reaction SMILES: C([Li])CCC.C(NC(C)C)(C)C.[Si:13]([N:20]1[C@H:23]([C@@H:24]2[CH2:28][O:27][C:26]([CH3:30])([CH3:29])[O:25]2)[CH2:22][C:21]1=[O:31])([C:16]([CH3:19])([CH3:18])[CH3:17])([CH3:15])[CH3:14].[CH:32](=[O:34])[CH3:33]>CCCCCC.O1CCCC1>[Si:13]([N:20]1[C@H:23]([C@@H:24]2[CH2:28][O:27][C:26]([CH3:30])([CH3:29])[O:25]2)[C@@H:22]([C@H:32]([OH:34])[CH3:33])[C:21]1=[O:31])([C:16]([CH3:19])([CH3:17])[CH3:18])([CH3:15])[CH3:14]. Reported procedure: 16.2 ml of a 1.7M solution of butyl lithium in hexane is added dropwise within 5 minutes to a solution (cooled to -65°) of 2.78 g (27.5 mmol) of diisopropylamine in 100 ml of tetrahydrofuran. The resulting mixture is then cooled to -76° and treated after 15 minutes with a solution of 7.14 g (25 mmol) of (S)-1-(t-butyldimethylsilyl)-4-[(R)-2,2-dimethyl-1,3-dioxolan-4-yl]-2-azetidinone in 6 ml of tetrahydrofuran. The mixture is stirred at -76° for 30 minutes and then a solution of 2.65 g of acetal... The reactants are C1(=CC=CC=C1)C(=C(CC)C1=CC=CC=C1)C1=CC=C(C=C1)C=CC(=O)N(CC)CC (3-[4-(1,2-Diphenyl-but-1-enyl)-phenyl]-N,N-diethyl acrylamide). Reagents/catalysts: C1=CC=C(C=C1)P(C2=CC=CC=C2)C3=CC=CC=C3.C1=CC=C(C=C1)P(C2=CC=CC=C2)C3=CC=CC=C3.C1=CC=C(C=C1)P(C2=CC=CC=C2)C3=CC=CC=C3.[Cl-].[Rh] (tris(triphenylphosphine)-rhodium(I) chloride). Solvent: C1(=CC=CC=C1)C (toluene). Product: C1(=CC=CC=C1)C(=C(CC)C1=CC=CC=C1)C1=CC=C(C=C1)CCC(=O)N(CC)CC (3-[4-(1,2-Diphenyl-but-1-enyl)-phenyl]-N,N-diethyl propionamide). Yield: 97.2%. Reaction SMILES: [C:1]1([C:7]([C:17]2[CH:22]=[CH:21][C:20]([CH:23]=[CH:24][C:25]([N:27]([CH2:30][CH3:31])[CH2:28][CH3:29])=[O:26])=[CH:19][CH:18]=2)=[C:8]([C:11]2[CH:16]=[CH:15][CH:14]=[CH:13][CH:12]=2)[CH2:9][CH3:10])[CH:6]=[CH:5][CH:4]=[CH:3][CH:2]=1>C1(C)C=CC=CC=1.C1C=CC(P(C2C=CC=CC=2)C2C=CC=CC=2)=CC=1.C1C=CC(P(C2C=CC=CC=2)C2C=CC=CC=2)=CC=1.C1C=CC(P(C2C=CC=CC=2)C2C=CC=CC=2)=CC=1.[Cl-].[Rh]>[C:1]1([C:7]([C:17]2[CH:18]=[CH:19][C:20]([CH2:23][CH2:24][C:25]([N:27]([CH2:30][CH3:31])[CH2:28][CH3:29])=[O:26])=[CH:21][CH:22]=2)=[C:8]([C:11]2[CH:16]=[CH:15][CH:14]=[CH:13][CH:12]=2)[CH2:9][CH3:10])[CH:2]=[CH:3][CH:4]=[CH:5][CH:6]=1 |f:2.3.4.5.6|. Procedure details: A solution of 50 mg (0.12 mmol) of 3-[4-(1,2-Diphenyl-but-1-enyl)-phenyl]-N,N-diethyl acrylamide (see Example 2) and 3 mg of tris(triphenylphosphine)-rhodium(I) chloride (Wilkinson's catalyst) in 1 mL dry toluene was stirred over an atmosphere of H2 gas at 50° C. for 16 h. The solution was cooled to RT and the toluene removed in vacuo. Purification of the residue by silica gel flash chromatography using hexane/ethyl acetate 2/1 as eluent afforded 48 mg (95%) of the desired compound named above o... The reactants are Cupric acetate, FC1=C(C=CC=C1)NC1=CC(NCC1)=O (4-[(2-fluorophenyl)amino]-5,6-dihydro-2(1H)-pyridinone). The reagents and catalysts are C(C)(=O)[O-].[Pd+2].C(C)(=O)[O-] (palladium (II) acetate). Run in CN(C)C=O (DMF). Product: FC1=CC=CC=2C3=C(NC12)CCNC3=O (6-Fluoro-2,3,4,5-tetrahydro-1H-pyrido[4,3-b]indol-1-one). The yield is 155.8%. RXN SMILES: [F:1][C:2]1[CH:7]=[CH:6][CH:5]=[CH:4][C:3]=1[NH:8][C:9]1[CH2:14][CH2:13][NH:12][C:11](=[O:15])[CH:10]=1>CN(C=O)C.C([O-])(=O)C.[Pd+2].C([O-])(=O)C>[F:1][C:2]1[C:3]2[NH:8][C:9]3[CH2:14][CH2:13][NH:12][C:11](=[O:15])[C:10]=3[C:4]=2[CH:5]=[CH:6][CH:7]=1 |f:2.3.4|. Procedure details: Cupric acetate (2.71 g) was added to a stirred solution of 4-[(2-fluorophenyl)amino]-5,6-dihydro-2(1H)-pyridinone (1.4 g) and palladium (II) acetate (280 mg) in dry DMF (28 ml) under nitrogen. The mixture was heated at 130° for 1.5 h and the solvent was removed in vacuo. The residue was treated with hot methanol (50 ml) and the suspension was filtered and washed with hot methanol (3×50 ml). The combined filtrates were evaporated to give a gum (2.16 g) which was purified by FCC eluting with Syste... Starting materials: C=1C=CC2=C(C1)N=NN2O (HOBt), FC1=CC=C(C=C1)CC(=O)C1=CC=CC=C1 ((4-fluorophenyl)acetophenone), Intermediate 15, Cl.ClC=1C=NC=C(C1)OC1CCNCC1 (3-chloro-5-(piperidin-4-yloxy)-pyridine hydrochloride), CCN(C(C)C)C(C)C (DIPEA), FC1=CC=C(C=C1)C1=CC(=NN1)C(=O)NCC(=O)O ({[5-(4-fluoro-phenyl)-1H-pyrazole-3-carbonyl]-amino}-acetic acid), Intermediate 30, CCN=C=NCCCN(C)C.Cl (EDCI.HCl). Run in O (water), CN(C)C=O (DMF). Run at time 8 hour. Product: ClC1=NC=CC=C1OC1CCN(CC1)C(CNC(=O)C1=NNC(=C1)C1=CC=C(C=C1)F)=O (5-(4-fluoro-phenyl)-1H-pyrazole-3-carboxylic acid {2-[4-(2-chloro-pyridin-3-yloxy)-piperidin-1-yl]-2-oxo-ethyl}-amide). Isolated yield 58.5%. Reaction SMILES: CCN(C(C)C)C(C)C.[F:10][C:11]1[CH:16]=[CH:15][C:14]([C:17]2[NH:21][N:20]=[C:19]([C:22]([NH:24][CH2:25][C:26]([OH:28])=O)=[O:23])[CH:18]=2)=[CH:13][CH:12]=1.FC1C=CC(CC(C2C=CC=CC=2)=O)=CC=1.C1C=CC2N(O)N=NC=2C=1.CCN=C=NCCCN(C)C.[ClH:66].Cl.Cl[C:69]1[CH:70]=[N:71][CH:72]=[C:73]([O:75][CH:76]2[CH2:81][CH2:80][NH:79][CH2:78][CH2:77]2)[CH:74]=1>CN(C=O)C.O>[Cl:66][C:72]1[C:73]([O:75][CH:76]2[CH2:81][CH2:80][N:79]([C:26](=[O:28])[CH2:25][NH:24][C:22]([C:19]3[CH:18]=[C:17]([C:14]4[CH:13]=[CH:12][C:11]([F:10])=[CH:16][CH:15]=4)[NH:21][N:20]=3)=[O:23])[CH2:78][CH2:77]2)=[CH:74][CH:69]=[CH:70][N:71]=1 |f:4.5,6.7|. Procedure details: DIPEA (226 mg, 1.75 mmol) was added to a stirred solution of {[5-(4-fluoro-phenyl)-1H-pyrazole-3-carbonyl]-amino}-acetic acid (130 mg, 0.5 mmol) (prepared by the method used for the synthesis of Intermediate 30, starting from (4-fluorophenyl)acetophenone) in DMF (2 mL) followed by HOBt (71 mg, 0.52 mmol) and EDCI.HCl (100 mg, 0.52 mmol). After 2 minutes 3-chloro-5-(piperidin-4-yloxy)-pyridine hydrochloride (125 mg, 0.5 mmol) (prepared by method used for the synthesis of Intermediate 15) was adde... Starting materials: NCC[C@@]1(CCN(C(O1)=O)[C@@H](C)C1=CC=C(C=C1)C=1C=NC=CC1)C1=CC=CC=C1 ((R)-6-(2-aminoethyl)-6-phenyl-3-((S)-1-(4-(pyridin-3-yl)phenyl)ethyl)-1,3-oxazinan-2-one), CS(=O)(=O)Cl (MeSO2Cl). The product is O=C1O[C@](CCN1[C@@H](C)C1=CC=C(C=C1)C=1C=NC=CC1)(C1=CC=CC=C1)CCNS(=O)(=O)C (N-(2-((S)-2-oxo-6-phenyl-3-((S)-1-(4-(pyridin-3-yl)phenyl)ethyl)-1,3-oxazinan-6-yl)ethyl)methanesulfonamide). RXN SMILES: [NH2:1][CH2:2][CH2:3][C@@:4]1([C:25]2[CH:30]=[CH:29][CH:28]=[CH:27][CH:26]=2)[O:9][C:8](=[O:10])[N:7]([C@H:11]([C:13]2[CH:18]=[CH:17][C:16]([C:19]3[CH:20]=[N:21][CH:22]=[CH:23][CH:24]=3)=[CH:15][CH:14]=2)[CH3:12])[CH2:6][CH2:5]1.[CH3:31][S:32](Cl)(=[O:34])=[O:33]>>[O:10]=[C:8]1[N:7]([C@H:11]([C:13]2[CH:18]=[CH:17][C:16]([C:19]3[CH:20]=[N:21][CH:22]=[CH:23][CH:24]=3)=[CH:15][CH:14]=2)[CH3:12])[CH2:6][CH2:5][C@:4]([CH2:3][CH2:2][NH:1][S:32]([CH3:31])(=[O:34])=[O:33])([C:25]2[CH:30]=[CH:29][CH:28]=[CH:27][CH:26]=2)[O:9]1. Reported procedure: The title compound was prepared from (R)-6-(2-aminoethyl)-6-phenyl-3-((S)-1-(4-(pyridin-3-yl)phenyl)ethyl)-1,3-oxazinan-2-one by treatment with MeSO2Cl. LC-MS Method 2 tR=1.525 min, m/z=480.2; 1H NMR (CDCl3) 1.52 (d, 3H), 2.05-2.32 (m, 6H), 2.81 (s, 3H), 2.86 (m, 1H), 2.93-3.04 (m, 1H), 3.06-3.20 (m, 1H), 4.73 (s, 1H), 5.63 (q, 1H), 6.95 (d, 2H), 7.05-7.22 (m, 2H), 7.23-7.40 (m, 6H), 7.71 (d, 1H), 8.50 (d, 1H), 8.66 (s, 1H). The reactants are C(C)(C)OC=1C=C(C(=O)NC(CC2=CC(=C(C=C2)OC)OCCOCC2=CC=CC=C2)CC)C=C(C1)OC(C)C (N-(3,5-Diisopropoxybenzoyl)-1-[3-(2-benzyloxyethoxy)-4-methoxyphenyl]-2-aminobutane), O=P(Cl)(Cl)Cl (POCl3). Run in C(C)#N (acetonitrile). The product is C(C1=CC=CC=C1)OCCOC=1C=C2CC(N=C(C2=CC1OC)C1=CC(=CC(=C1)OC(C)C)OC(C)C)CC (6-Benzyloxyethoxy-1-(3,5-diisopropoxyphenyl)-3-ethyl-7-methoxy-3,4-dihydroisoquinoline). Reaction SMILES: [CH:1]([O:4][C:5]1[CH:6]=[C:7]([CH:34]=[C:35]([O:37][CH:38]([CH3:40])[CH3:39])[CH:36]=1)[C:8]([NH:10][CH:11]([CH2:32][CH3:33])[CH2:12][C:13]1[CH:18]=[CH:17][C:16]([O:19][CH3:20])=[C:15]([O:21][CH2:22][CH2:23][O:24][CH2:25][C:26]2[CH:31]=[CH:30][CH:29]=[CH:28][CH:27]=2)[CH:14]=1)=O)([CH3:3])[CH3:2].O=P(Cl)(Cl)Cl>C(#N)C>[CH2:25]([O:24][CH2:23][CH2:22][O:21][C:15]1[CH:14]=[C:13]2[C:18](=[CH:17][C:16]=1[O:19][CH3:20])[C:8]([C:7]1[CH:6]=[C:5]([O:4][CH:1]([CH3:3])[CH3:2])[CH:36]=[C:35]([O:37][CH:38]([CH3:40])[CH3:39])[CH:34]=1)=[N:10][CH:11]([CH2:32][CH3:33])[CH2:12]2)[C:26]1[CH:31]=[CH:30][CH:29]=[CH:28][CH:27]=1. Procedure details: 15.3 g of the product of step (v) and 12.4 g POCl3 in 250 ml acetonitrile are stirred for 5 hrs. under reflux. The reaction mixture is concentrated, the residue taken up in ethyl acetate and extracted with Na2CO3 solution and brine. The organic phase is dried over Na2SO4, filtered and evaporated and the residue purified chromatographically on silica gel (e 0.04-0.63 mm) to yield the title compound as an oil. Starting materials: C1(CC1)C=1C=C(C(N2C=CC(=C(C12)C)C1=CC=C(C=C1)C)=O)C(=O)OCC (ethyl 1-cyclopropyl-8-(4-methylphenyl)-9-methyl-4-oxo-4H-quinolizine-3-carboxylate), [Li+].[OH-] (LiOH), Cl (HCl), C(C)(=O)OCC (ethyl acetate). The solvent is C1CCOC1 (THF), O (water). Reaction conditions: temperature 60 celsius. Yields the product C1(CC1)C=1C=C(C(N2C=CC(=C(C12)C)C1=CC=C(C=C1)C)=O)C(=O)O (1-cyclopropyl-8-(4-methyl-phenyl)-9-methyl-4-oxo-4H-quinolizine-3-carboxylic acid), EXAMPLE 33. The yield is 78.0%. As a reaction SMILES: [CH:1]1([C:4]2[CH:5]=[C:6]([C:23]([O:25]CC)=[O:24])[C:7](=[O:22])[N:8]3[C:13]=2[C:12]([CH3:14])=[C:11]([C:15]2[CH:20]=[CH:19][C:18]([CH3:21])=[CH:17][CH:16]=2)[CH:10]=[CH:9]3)[CH2:3][CH2:2]1.[Li+].[OH-].Cl.C(OCC)(=O)C>C1COCC1.O>[CH:1]1([C:4]2[CH:5]=[C:6]([C:23]([OH:25])=[O:24])[C:7](=[O:22])[N:8]3[C:13]=2[C:12]([CH3:14])=[C:11]([C:15]2[CH:20]=[CH:19][C:18]([CH3:21])=[CH:17][CH:16]=2)[CH:10]=[CH:9]3)[CH2:3][CH2:2]1 |f:1.2|. Reported procedure: A solution of ethyl 1-cyclopropyl-8-(4-methylphenyl)-9-methyl-4-oxo-4H-quinolizine-3-carboxylate (90 mg, 0.249 mmol) in THF (6 mL) and water (2 mL) was treated with LiOH (43 mg, 1.02 mmol). The reaction was heated to 60° C. for 2 h and acidified with 1N HCl to pH 4. The precipitate was dissolved with ethyl acetate (20 mL) and washed with brine (20 mL). The organic phase was separated, dried, and concentrated. The precipitate was filtered to afford the title compound EXAMPLE 33 as a yellow solid ... Reactants: CCCCCCCCO, CC1CO1, CN(C)P(=NP(=O)(N=P(N(C)C)(N(C)C)N(C)C)N=P(N(C)C)(N(C)C)N(C)C)(N(C)C)N(C)C. Product: CCCCCCCCOCC(C)O. As a reaction SMILES: [CH2:1]([CH2:2][CH2:3][CH2:4][CH2:5][CH2:6][CH2:7][CH3:8])[OH:9].[CH2:45]1[CH:46]([CH3:47])[O:48]1.[CH3:10][N:11]([P:12](=[N:13][P:14](=[O:15])([N:16]=[P:17]([N:18]([CH3:19])[CH3:20])([N:21]([CH3:22])[CH3:23])[N:24]([CH3:25])[CH3:26])[N:27]=[P:28]([N:29]([CH3:30])[CH3:31])([N:32]([CH3:33])[CH3:34])[N:35]([CH3:36])[CH3:37])([N:38]([CH3:39])[CH3:40])[N:41]([CH3:42])[CH3:43])[CH3:44]>>[CH2:1]([CH2:2][CH2:3][CH2:4][CH2:5][CH2:6][CH2:7][CH3:8])[O:9][CH2:45][CH:46]([CH3:47])[OH:48].